This data is from the Open Reaction Database (ORD), a public repository of structured organic reaction records. The task is: describe an organic reaction: reactants, conditions, products, and yield Starting materials: CN(c1cccc2cc(C(=O)O)[nH]c12)S(=O)(=O)c1cccs1, CCN=C=NCCCN(C)C, CN(C)C=O, Cl, NCC1(O)CCN(Cc2ccccc2)CC1, [Na+], O=C([O-])O, On1nnc2ccccc21. The product is CN(c1cccc2cc(C(=O)NCC3(O)CCN(Cc4ccccc4)CC3)[nH]c12)S(=O)(=O)c1cccs1. As a reaction SMILES: [CH3:1][N:2]([c:3]1[cH:4][cH:5][cH:6][c:7]2[cH:8][c:9]([C:12](=[O:13])[OH:14])[nH:10][c:11]12)[S:15](=[O:16])(=[O:17])[c:18]1[s:19][cH:20][cH:21][cH:22]1.[CH3:34][N:35]([CH3:36])[CH2:37][CH2:38][CH2:39][N:40]=[C:41]=[N:42][CH2:43][CH3:44].[CH3:66][N:67]([CH3:68])[CH:69]=[O:70].[ClH:33].[NH2:45][CH2:46][C:47]1([OH:60])[CH2:48][CH2:49][N:50]([CH2:53][c:54]2[cH:55][cH:56][cH:57][cH:58][cH:59]2)[CH2:51][CH2:52]1.[Na+:61].[OH:62][C:63](=[O:64])[O-:65].[n:23]1([OH:24])[c:25]2[cH:26][cH:27][cH:28][cH:29][c:30]2[n:31][n:32]1>>[CH3:1][N:2]([c:3]1[cH:4][cH:5][cH:6][c:7]2[cH:8][c:9]([C:12](=[O:13])[NH:45][CH2:46][C:47]3([OH:60])[CH2:48][CH2:49][N:50]([CH2:53][c:54]4[cH:55][cH:56][cH:57][cH:58][cH:59]4)[CH2:51][CH2:52]3)[nH:10][c:11]12)[S:15](=[O:16])(=[O:17])[c:18]1[s:19][cH:20][cH:21][cH:22]1. Starting materials: [OH-].[K+] (KOH), C[Sn](C1=CC=C(C=C1)C)(C)C (4-(trimethylstannyl)toluene), BrC1=C(C=CC=C1)[N+](=O)[O-] (1-bromo-2-nitrobenzene). Reagents/catalysts: Cl[Pd]([P](C1=CC=CC=C1)(C2=CC=CC=C2)C3=CC=CC=C3)([P](C4=CC=CC=C4)(C5=CC=CC=C5)C6=CC=CC=C6)Cl (bis(triphenylphosphine)palladium(II) chloride). Solvent: [Cl-].[Na+].O (brine), CN(C)C=O (DMF). Yields the product [N+](=O)([O-])C1=C(C=CC=C1)C1=CC=C(C=C1)C (2-NITRO-4'-METHYLBIPHENYL). Isolated yield 90.0%. Reaction SMILES: C[Sn](C)(C)[C:3]1[CH:8]=[CH:7][C:6]([CH3:9])=[CH:5][CH:4]=1.Br[C:13]1[CH:18]=[CH:17][CH:16]=[CH:15][C:14]=1[N+:19]([O-:21])=[O:20].[OH-].[K+]>CN(C=O)C.[Cl-].[Na+].O.Cl[Pd](Cl)([P](C1C=CC=CC=1)(C1C=CC=CC=1)C1C=CC=CC=1)[P](C1C=CC=CC=1)(C1C=CC=CC=1)C1C=CC=CC=1>[N+:19]([C:14]1[CH:15]=[CH:16][CH:17]=[CH:18][C:13]=1[C:3]1[CH:8]=[CH:7][C:6]([CH3:9])=[CH:5][CH:4]=1)([O-:21])=[O:20] |f:2.3,5.6.7,^1:34,53|. Reported procedure: A solution of 5.0 g (19.6 mmol) 4-(trimethylstannyl)toluene, 4.08 g (20.2 mmol) 1-bromo-2-nitrobenzene, and 138 mg (0.2 mmol) bis(triphenylphosphine)palladium(II) chloride in 100 mL DMF was heated to 110° C. for 4 hours. The mixture was cooled to room temperature, was poured into a mixture of brine and 1N KOH, then was extracted 3 times with ether. The combined organic material was washed with 1N KOH, was washed with brine, was dried over magnesium sulfate, was stripped of solvent in vacuo, and ...